Task: describe an organic reaction: reactants, conditions, products, and yield. Dataset: the Open Reaction Database (ORD), a public repository of structured organic reaction records The reactants are Cc1ccccc1, CN(C)c1ccncc1, O=[N+]([O-])N=C1NCCN1Cc1ccc(Cl)nc1, OCC(F)(F)F, [H-], [H][H], [Na+], [Na], OCC(F)(F)F. Product: O=[N+]([O-])N=C1NCCN1Cc1ccc(OCC(F)(F)F)nc1. Reaction SMILES: [CH3:35][c:36]1[cH:37][cH:38][cH:39][cH:40][cH:41]1.[CH3:42][N:43]([CH3:44])[c:45]1[cH:46][cH:47][n:48][cH:49][cH:50]1.[Cl:18][c:19]1[n:20][cH:21][c:22]([CH2:25][N:26]2[C:27](=[N:31][N+:32](=[O:33])[O-:34])[NH:28][CH2:29][CH2:30]2)[cH:23][cH:24]1.[F:12][C:13]([F:14])([F:15])[CH2:16][OH:17].[H-:1].[H:9][H:10].[Na+:2].[Na:11].[OH:3][CH2:4][C:5]([F:6])([F:7])[F:8]>>[O:3]([CH2:4][C:5]([F:6])([F:7])[F:8])[c:19]1[n:20][cH:21][c:22]([CH2:25][N:26]2[C:27](=[N:31][N+:32](=[O:33])[O-:34])[NH:28][CH2:29][CH2:30]2)[cH:23][cH:24]1. Reactants: O=C([O-])O, CO, CCOC(C)=O, O=N[O-], Nc1ccc2c(c1)[nH]c(=O)c1c(N)n(-c3ccccc3)nc12, [Na+], [Na+], O, O=S(=O)(O)O. Product: Nc1c2c(=O)[nH]c3cc(O)ccc3c2nn1-c1ccccc1. Reaction SMILES: [C:32](=[O:33])([O-:34])[OH:35].[CH3:38][OH:39].[CH3:40][CH2:41][O:42][C:43](=[O:44])[CH3:45].[N:28]([O-:29])=[O:30].[NH2:1][c:2]1[n:3](-[c:17]2[cH:18][cH:19][cH:20][cH:21][cH:22]2)[n:4][c:5]2[c:6]1[c:7](=[O:16])[nH:8][c:9]1[cH:10][c:11]([NH2:15])[cH:12][cH:13][c:14]21.[Na+:31].[Na+:36].[OH2:37].[S:23]([OH:24])(=[O:25])(=[O:26])[OH:27]>>[NH2:1][c:2]1[n:3](-[c:17]2[cH:18][cH:19][cH:20][cH:21][cH:22]2)[n:4][c:5]2[c:6]1[c:7](=[O:16])[nH:8][c:9]1[cH:10][c:11]([OH:24])[cH:12][cH:13][c:14]21. The reactants are resultant suspension, ClC1=NC(=NC2=CC=CC=C12)C(F)(F)F (4-chloro-2-(trifluoromethyl)quinazoline), NN (hydrazine), C([O-])([O-])=O.[K+].[K+] (potassium carbonate). Run in O1CCCC1 (tetrahydrofuran). The product is FC(C1=NC2=CC=CC=C2C(=N1)NN)(F)F ((2-Trifluoromethyl-quinazolin-4-yl)-hydrazine). Yield: 56.1%. As a reaction SMILES: Cl[C:2]1[C:11]2[C:6](=[CH:7][CH:8]=[CH:9][CH:10]=2)[N:5]=[C:4]([C:12]([F:15])([F:14])[F:13])[N:3]=1.[NH2:16][NH2:17].C(=O)([O-])[O-].[K+].[K+]>O1CCCC1>[F:13][C:12]([F:15])([F:14])[C:4]1[N:3]=[C:2]([NH:16][NH2:17])[C:11]2[C:6](=[CH:7][CH:8]=[CH:9][CH:10]=2)[N:5]=1 |f:2.3.4|. Procedure details: To a solution of 4-chloro-2-(trifluoromethyl)quinazoline (2.0 g, 8.6 mmol) and hydrazine (0.27 mL, 8.6 mmol) in 20 mL of tetrahydrofuran was added 1.8 g (13 mmol) of potassium carbonate. The resultant suspension was stirred at ambient temperature for 2 hours. The reaction mixture was partitioned between ethyl acetate and water. The aqueous layer was extracted with ethyl acetate and the combined organics were dried over magnesium sulfate. After filtration, the organics were concentrated in vacuo ... Procedure: 5-nitro-6-(4-aminophenylthio)quinoline 1.7 mmoles, 0.40 g) and 4-chloro-3-trifluoromethylphenylisothiocyanate 1.7 mmoles, 0.47 g) were reacted according to procedure C to yield the title compound, 0.78 g, 86% product. Mass spec (FD) 534. Calculated for C23H14ClF3 N4O2S2 : C, 51.64; H, 2.64, N, 10.47 Found: C, 51.84; H, 2.73; N, 10.43. RXN SMILES: [N+:1]([C:4]1[C:13]([S:14][C:15]2[CH:20]=[CH:19][C:18]([NH2:21])=[CH:17][CH:16]=2)=[CH:12][CH:11]=[C:10]2[C:5]=1[CH:6]=[CH:7][CH:8]=[N:9]2)([O-:3])=[O:2].[Cl:22][C:23]1[CH:28]=[CH:27][C:26]([N:29]=[C:30]=[S:31])=[CH:25][C:24]=1[C:32]([F:35])([F:34])[F:33]>>[N+:1]([C:4]1[C:13]([S:14][C:15]2[CH:20]=[CH:19][C:18]([NH:21][C:30]([NH:29][C:26]3[CH:27]=[CH:28][C:23]([Cl:22])=[C:24]([C:32]([F:35])([F:33])[F:34])[CH:25]=3)=[S:31])=[CH:17][CH:16]=2)=[CH:12][CH:11]=[C:10]2[C:5]=1[CH:6]=[CH:7][CH:8]=[N:9]2)([O-:3])=[O:2]. Reactants: [N+](=O)([O-])C1=C2C=CC=NC2=CC=C1SC1=CC=C(C=C1)N (5-nitro-6-(4-aminophenylthio)quinoline), ClC1=C(C=C(C=C1)N=C=S)C(F)(F)F (4-chloro-3-trifluoromethylphenylisothiocyanate). The product is [N+](=O)([O-])C1=C2C=CC=NC2=CC=C1SC1=CC=C(C=C1)NC(=S)NC1=CC(=C(C=C1)Cl)C(F)(F)F (4-(5-Nitroquinol-6-ylthio)phenyl-3-(4-chloro-3-trifluoromethylphenyl)thiourea), product. Yield: 86.0%. Reactants: ClCCl, CC(C)(NCCCn1ccnc1)c1ccc(CCN)cc1, O=S(=O)(Cl)c1ccccc1. Yields the product CC(C)(NCCCn1ccnc1)c1ccc(CCNS(=O)(=O)c2ccccc2)cc1. RXN SMILES: [Cl:32][CH2:33][Cl:34].[NH2:11][CH2:12][CH2:13][c:14]1[cH:15][cH:16][c:17]([C:20]([CH3:21])([CH3:22])[NH:23][CH2:24][CH2:25][CH2:26][n:27]2[cH:28][n:29][cH:30][cH:31]2)[cH:18][cH:19]1.[c:1]1([S:7](=[O:8])(=[O:9])[Cl:10])[cH:2][cH:3][cH:4][cH:5][cH:6]1>>[c:1]1([S:7](=[O:8])(=[O:9])[NH:11][CH2:12][CH2:13][c:14]2[cH:15][cH:16][c:17]([C:20]([CH3:21])([CH3:22])[NH:23][CH2:24][CH2:25][CH2:26][n:27]3[cH:28][n:29][cH:30][cH:31]3)[cH:18][cH:19]2)[cH:2][cH:3][cH:4][cH:5][cH:6]1. Reactants: COC(=O)c1ccc(CN2CC(CN(C(=O)OC(C)(C)C)C(C)c3cccc4ccccc34)C(c3ccccc3)C2)cc1, CO, [Na+], [OH-]. Yields the product CC(c1cccc2ccccc12)N(CC1CN(Cc2ccc(C(=O)O)cc2)CC1c1ccccc1)C(=O)OC(C)(C)C. As a reaction SMILES: [C:1]([CH3:2])([CH3:3])([CH3:4])[O:5][C:6](=[O:7])[N:8]([CH:9]([CH3:10])[c:11]1[cH:12][cH:13][cH:14][c:15]2[cH:16][cH:17][cH:18][cH:19][c:20]12)[CH2:21][CH:22]1[CH2:23][N:24]([CH2:33][c:34]2[cH:35][cH:36][c:37]([C:38](=[O:39])[O:40][CH3:41])[cH:42][cH:43]2)[CH2:25][CH:26]1[c:27]1[cH:28][cH:29][cH:30][cH:31][cH:32]1.[CH3:46][OH:47].[Na+:45].[OH-:44]>>[C:1]([CH3:2])([CH3:3])([CH3:4])[O:5][C:6](=[O:7])[N:8]([CH:9]([CH3:10])[c:11]1[cH:12][cH:13][cH:14][c:15]2[cH:16][cH:17][cH:18][cH:19][c:20]12)[CH2:21][CH:22]1[CH2:23][N:24]([CH2:33][c:34]2[cH:35][cH:36][c:37]([C:38](=[O:39])[OH:40])[cH:42][cH:43]2)[CH2:25][CH:26]1[c:27]1[cH:28][cH:29][cH:30][cH:31][cH:32]1. Reactants: C(C)(C)NCC1OCCO1 (N-Isopropyl-N-(1,3-dioxolan-2-ylmethyl)amine), C([O-])([O-])=O.[Na+].[Na+] (sodium carbonate), ClCC(=O)Cl (chloroacetyl chloride). Run in O (water). The product is C(C)(C)N(C(CCl)=O)CC1OCCO1 (N-isopropyl-N-(1,3-dioxolan-2-ylmethyl)-α-chloroacetamide). RXN SMILES: [CH:1]([NH:4][CH2:5][CH:6]1[O:10][CH2:9][CH2:8][O:7]1)([CH3:3])[CH3:2].C(=O)([O-])[O-].[Na+].[Na+].[Cl:17][CH2:18][C:19](Cl)=[O:20]>O>[CH:1]([N:4]([CH2:5][CH:6]1[O:10][CH2:9][CH2:8][O:7]1)[C:19](=[O:20])[CH2:18][Cl:17])([CH3:3])[CH3:2] |f:1.2.3|. Procedure: N-Isopropyl-N-(1,3-dioxolan-2-ylmethyl)amine (9.5 grams) benzene (100 ml), water (100 ml) and sodium carbonate (10 grams) were charged into a glass reaction vessel equipped with a mechanical stirrer and reflux condenser. The mixture was cooled to about 5° to 10° C. and chloroacetyl chloride (5 ml) was added dropwise with stirring. After the addition was completed stirring was continued until the reaction mixture reached room temperature. After this time the organic phase was separated from the a... Starting materials: CS(=O)(=O)Cl (methanesulfonyl chloride), C(C1=CC=CC=C1)OC=1C=CC(=C(C1)[N+](=O)[O-])OC1=CC=C(C=C1)OC (5-benzyloxy-2-(4-methoxyphenoxy)nitrobenzene), O (water), C(Cl)(Cl)Cl (chloroform). Reagents/catalysts: [C].[Pd] (palladium-carbon). Solvent: C(C)(=O)O (acetic acid). Reaction conditions: time 1 hour. Yields the product CS(=O)(=O)NC=1C=C(C=CC1OC1=CC=C(C=C1)OC)O (3-methylsulfonylamino-4-(4-methoxyphenoxy)phenol). Isolated yield 119.4%. As a reaction SMILES: C([O:8][C:9]1[CH:10]=[CH:11][C:12]([O:18][C:19]2[CH:24]=[CH:23][C:22]([O:25][CH3:26])=[CH:21][CH:20]=2)=[C:13]([N+:15]([O-])=O)[CH:14]=1)C1C=CC=CC=1.[CH3:27][S:28](Cl)(=[O:30])=[O:29].O.C(Cl)(Cl)Cl>C(O)(=O)C.[C].[Pd]>[CH3:27][S:28]([NH:15][C:13]1[CH:14]=[C:9]([OH:8])[CH:10]=[CH:11][C:12]=1[O:18][C:19]1[CH:24]=[CH:23][C:22]([O:25][CH3:26])=[CH:21][CH:20]=1)(=[O:30])=[O:29] |f:5.6|. Reported procedure: 1.8 g of 5-benzyloxy-2-(4-methoxyphenoxy)nitrobenzene was dissolved in 40 ml of acetic acid. 200 mg of 5% palladium-carbon was added thereto. The mixture was subjected to hydrogenation at room temperature at atmospheric pressure. After the completion of the reaction, the catalyst was removed by filtration and the solvent was removed by distillation under reduced pressure. The residue was mixed with 7 ml of methylene chloride and 1.10 ml of pyridine to obtain a solution. Thereto was dropwise adde... Starting materials: CCOP(=O)(CC(=O)OC)OCC, COCCOC, [H-], [Na+], O=C1c2ccccc2COc2ccc(OCc3ccc4ccccc4n3)cc21. The product is COC(=O)C=C1c2ccccc2COc2ccc(OCc3ccc4ccccc4n3)cc21. RXN SMILES: [CH2:1]([O:2][P:3]([O:4][CH2:5][CH3:6])(=[O:7])[CH2:9][C:10](=[O:11])[O:12][CH3:13])[CH3:8].[CH2:44]([CH2:45][O:46][CH3:47])[O:48][CH3:49].[H-:42].[Na+:43].[O:14]=[C:15]1[c:16]2[c:17]([cH:26][cH:27][c:28]([O:30][CH2:31][c:32]3[n:33][c:34]4[cH:35][cH:36][cH:37][cH:38][c:39]4[cH:40][cH:41]3)[cH:29]2)[O:18][CH2:19][c:20]2[c:21]1[cH:22][cH:23][cH:24][cH:25]2>>[CH:9]([C:10](=[O:11])[O:12][CH3:13])=[C:15]1[c:16]2[c:17]([cH:26][cH:27][c:28]([O:30][CH2:31][c:32]3[n:33][c:34]4[cH:35][cH:36][cH:37][cH:38][c:39]4[cH:40][cH:41]3)[cH:29]2)[O:18][CH2:19][c:20]2[c:21]1[cH:22][cH:23][cH:24][cH:25]2. The reactants are COC1=NC=C(C=C1)[Sn](CCCC)(CCCC)CCCC (2-Methoxy-5-tributylstannylpyridine), BrC=1N=C(C2=CC=CC=C2C1)N1CCN(CC1)CC (3-bromo-1-(4-ethylpiperazin-1-yl)isoquinoline). Reagents/catalysts: C=1C=CC(=CC1)[P](C=2C=CC=CC2)(C=3C=CC=CC3)[Pd]([P](C=4C=CC=CC4)(C=5C=CC=CC5)C=6C=CC=CC6)([P](C=7C=CC=CC7)(C=8C=CC=CC8)C=9C=CC=CC9)[P](C=1C=CC=CC1)(C=1C=CC=CC1)C=1C=CC=CC1 (tetrakistriphenylphosphinepalladium(0)). Solvent: C=1(C(=CC=CC1)C)C (xylene). Product: C(C)N1CCN(CC1)C1=NC(=CC2=CC=CC=C12)C=1C=CC(=NC1)OC (1-(4-ethylpiperazin-1-yl)-3-(2-methoxypyridin-5-yl)isoquinoline). Isolated yield 61.3%. RXN SMILES: [CH3:1][O:2][C:3]1[CH:8]=[CH:7][C:6]([Sn](CCCC)(CCCC)CCCC)=[CH:5][N:4]=1.Br[C:23]1[N:24]=[C:25]([N:33]2[CH2:38][CH2:37][N:36]([CH2:39][CH3:40])[CH2:35][CH2:34]2)[C:26]2[C:31]([CH:32]=1)=[CH:30][CH:29]=[CH:28][CH:27]=2>C1(C)C(C)=CC=CC=1.C1C=CC([P]([Pd]([P](C2C=CC=CC=2)(C2C=CC=CC=2)C2C=CC=CC=2)([P](C2C=CC=CC=2)(C2C=CC=CC=2)C2C=CC=CC=2)[P](C2C=CC=CC=2)(C2C=CC=CC=2)C2C=CC=CC=2)(C2C=CC=CC=2)C2C=CC=CC=2)=CC=1>[CH2:39]([N:36]1[CH2:35][CH2:34][N:33]([C:25]2[C:26]3[C:31](=[CH:30][CH:29]=[CH:28][CH:27]=3)[CH:32]=[C:23]([C:6]3[CH:7]=[CH:8][C:3]([O:2][CH3:1])=[N:4][CH:5]=3)[N:24]=2)[CH2:38][CH2:37]1)[CH3:40] |^1:52,54,73,92|. Procedure: 2-Methoxy-5-tributylstannylpyridine (1.41 g) and 3-bromo-1-(4-ethylpiperazin-1-yl)isoquinoline (0.57 g) obtained in Example 28-2 were heated under reflux in the presence of tetrakistriphenylphosphinepalladium(0) (0.10 g) in xylene in nitrogen atmosphere for 30 min. After cooling, the reaction solution was filtered and extracted in 2N hydrochloric acid. The aqueous layer was washed with ethyl acetate twice. The resulting aqueous layer was adjusted to pH 10 with a 8N aqueous solution of sodium hyd...